Dataset: the Open Reaction Database (ORD), a public repository of structured organic reaction records. Task: describe an organic reaction: reactants, conditions, products, and yield Reactants: Cl.ClCC(=O)OC1(CCN(CC1)C)C1=CC=CC=C1 (N-methyl-4-phenyl-4-piperidyl chloroacetate hydrochloride), [Na] (sodium), FC(C=1C=CC=C2C(=CC=NC12)NC=1C(C(=O)O)=CC=CC1)(F)F (N-(8-trifluoromethyl-4-quinolyl)-anthranilic acid), C([O-])([O-])=O.[K+].[K+] (potassium carbonate). The solvent is CN(C=O)C (dimethylformamide). Reaction conditions: time 48 hour. The product is FC(C=1C=CC=C2C(=CC=NC12)NC=1C(C(=O)OCC(=O)OC2(CCN(CC2)C)C2=CC=CC=C2)=CC=CC1)(F)F (N-Methyl-4-phenyl-4-piperidyl N-(8-trifluoromethyl-4-quinolyl)-anthraniloyloxyacetate). RXN SMILES: Cl.Cl[CH2:3][C:4]([O:6][C:7]1([C:14]2[CH:19]=[CH:18][CH:17]=[CH:16][CH:15]=2)[CH2:12][CH2:11][N:10]([CH3:13])[CH2:9][CH2:8]1)=[O:5].[Na].[F:21][C:22]([F:44])([F:43])[C:23]1[CH:24]=[CH:25][CH:26]=[C:27]2[C:32]=1[N:31]=[CH:30][CH:29]=[C:28]2[NH:33][C:34]1[C:35](=[CH:39][CH:40]=[CH:41][CH:42]=1)[C:36]([OH:38])=[O:37].C(=O)([O-])[O-].[K+].[K+]>CN(C)C=O>[F:43][C:22]([F:21])([F:44])[C:23]1[CH:24]=[CH:25][CH:26]=[C:27]2[C:32]=1[N:31]=[CH:30][CH:29]=[C:28]2[NH:33][C:34]1[C:35](=[CH:39][CH:40]=[CH:41][CH:42]=1)[C:36]([O:38][CH2:3][C:4]([O:6][C:7]1([C:14]2[CH:19]=[CH:18][CH:17]=[CH:16][CH:15]=2)[CH2:12][CH2:11][N:10]([CH3:13])[CH2:9][CH2:8]1)=[O:5])=[O:37] |f:0.1,4.5.6,^1:19|. Procedure: A mixture of 1.52 g of N-methyl-4-phenyl-4-piperidyl chloroacetate hydrochloride, 1.77 g of the sodium salt of N-(8-trifluoromethyl-4-quinolyl)-anthranilic acid and 0.7 g of potassium carbonate in 10 ml of dimethylformamide was stirred for 48 hours at 20°-25° C. Upon completion of the reaction, the inorganic salts were filtered off. The solution was evaporated to dryness and treated with water, and the solid collected by filtration. This solid was then refluxed with hexane, filtered and recrysta...